This data is from the Open Reaction Database (ORD), a public repository of structured organic reaction records. The task is: describe an organic reaction: reactants, conditions, products, and yield The reactants are Nc1ccc2ncnc(Nc3cccc(Br)c3)c2c1, COCCC(C)(N)C#CC(=O)O, CN1CCOCC1, CC(C)COC(=O)Cl, C1CCOC1, c1ccncc1. The product is COCCC(C)(N)C#CC(=O)Nc1ccc2ncnc(Nc3cccc(Br)c3)c2c1. As a reaction SMILES: [Br:28][c:29]1[cH:30][c:31]([NH:35][c:36]2[n:37][cH:38][n:39][c:40]3[cH:41][cH:42][c:43]([NH2:46])[cH:44][c:45]23)[cH:32][cH:33][cH:34]1.[CH3:16][O:17][CH2:18][CH2:19][C:20]([C:21]#[C:22][C:23](=[O:24])[OH:25])([NH2:26])[CH3:27].[CH3:9][N:10]1[CH2:11][CH2:12][O:13][CH2:14][CH2:15]1.[Cl:1][C:2]([O:3][CH2:4][CH:5]([CH3:6])[CH3:7])=[O:8].[O:47]1[CH2:48][CH2:49][CH2:50][CH2:51]1.[cH:52]1[cH:53][cH:54][n:55][cH:56][cH:57]1>>[CH3:16][O:17][CH2:18][CH2:19][C:20]([C:21]#[C:22][C:23](=[O:25])[NH:46][c:43]1[cH:42][cH:41][c:40]2[n:39][cH:38][n:37][c:36]([NH:35][c:31]3[cH:30][c:29]([Br:28])[cH:34][cH:33][cH:32]3)[c:45]2[cH:44]1)([NH2:26])[CH3:27]. Product: COC(=O)C(N)Cc1ccc(OCc2ccc(C(C)(C)C)cc2)cc1, Cl. Starting materials: COC(=O)C(Cc1ccc(OCc2ccc(C(C)(C)C)cc2)cc1)NC(=O)OC(C)(C)C, Cl, C1COCCO1. Reaction SMILES: [CH3:1][O:2][C:3]([CH:4]([CH2:5][c:6]1[cH:7][cH:8][c:9]([O:12][CH2:13][c:14]2[cH:15][cH:16][c:17]([C:20]([CH3:21])([CH3:22])[CH3:23])[cH:18][cH:19]2)[cH:10][cH:11]1)[NH:24][C:25]([O:26][C:27]([CH3:28])([CH3:29])[CH3:30])=[O:31])=[O:32].[ClH:33].[O:34]1[CH2:35][CH2:36][O:37][CH2:38][CH2:39]1>>[CH3:1][O:2][C:3]([CH:4]([CH2:5][c:6]1[cH:7][cH:8][c:9]([O:12][CH2:13][c:14]2[cH:15][cH:16][c:17]([C:20]([CH3:21])([CH3:22])[CH3:23])[cH:18][cH:19]2)[cH:10][cH:11]1)[NH2:24])=[O:32].[ClH:33]. Starting materials: ClC1=NC=NC2=C(C=CC(=C12)Cl)O (4,5-Dichloro-8-quinazolinol), CNC (dimethylamine), Cl.C(C)(=O)OCC (hydrochloric acid ethyl acetate), CNC (dimethylamine). Solvent: ClCCl (dichloromethane), ClCCl (dichloromethane). Run at time 30 minute. Yields the product Cl.ClC1=C2C(=NC=NC2=C(C=C1)O)N(C)C (5-Chloro-4-(dimethylamino)-8-quinazolinol, hydrochloride). As a reaction SMILES: [Cl:1][C:2]1[C:11]2[C:6](=[C:7]([OH:13])[CH:8]=[CH:9][C:10]=2[Cl:12])[N:5]=[CH:4][N:3]=1.[CH3:14][NH:15][CH3:16].Cl.C(OCC)(=O)C>ClCCl>[ClH:1].[Cl:12][C:10]1[CH:9]=[CH:8][C:7]([OH:13])=[C:6]2[C:11]=1[C:2]([N:15]([CH3:16])[CH3:14])=[N:3][CH:4]=[N:5]2 |f:2.3,5.6|. Procedure: A solution of 4,5-Dichloro-8-quinazolinol (0.6 g, 2.8 mmol) in dichloromethane is added to a saturated solution of dimethylamine gas in dichloromethane. The reaction mixture is stirred for 30 minutes, re-saturated with dimethylamine gas, stirred for 30 minutes and concentrated in vacuo to obtain a yellow solid. The solid is added to a 2.5% hydrochloric acid/ethyl acetate mixture. The mixture is filtered and the filter cake is washed with water and dried in a vacuum oven to give the title product... Reactants: Cl.NO (hydroxylamine hydrochloride), C1(=CC=CC=C1)CON.Cl (C6H5CH2ONH2HCl), C(C1=CC=CC=C1)OCC1=CC=CC=C1 (benzyl ether), [OH-].[Na+] (sodium hydroxide), C(C)(=O)CP([O-])=O.[Na+] (sodium acetylmethylphosphinate). The solvent is solvent, C(C)O (ethanol). Yields the product C(C1=CC=CC=C1)ON=C(C)CP([O-])=O.[Na+] (Sodium acetylmethylphosphinate O-benzyloxime). RXN SMILES: [C:1]1([CH2:7][O:8][NH2:9])[CH:6]=[CH:5][CH:4]=[CH:3][CH:2]=1.Cl.[OH-].[Na+:12].[C:13]([CH2:16][PH:17](=[O:19])[O-:18])(=O)[CH3:14].[Na+].C(OCC1C=CC=CC=1)C1C=CC=CC=1.Cl.NO>C(O)C>[CH2:7]([O:8][N:9]=[C:13]([CH2:16][PH:17](=[O:18])[O-:19])[CH3:14])[C:1]1[CH:6]=[CH:5][CH:4]=[CH:3][CH:2]=1.[Na+:12] |f:0.1,2.3,4.5,7.8,10.11|. Reported procedure: Procedure as for Example 37 using C6H5CH2ONH2HCl (4.797 g), sodium hydroxide (1.2037 g) and sodium acetylmethylphosphinate (4.331 g), except that the benzyl ether is less soluble in ethanol than hydroxylamine hydrochloride and was dissolved in 300 ml solvent. Solvent: O1CCOCC1 (dioxane), O (water). Reaction conditions: temperature 85 celsius. Reactants: C(C)(C)(C)OC(=O)N[C@@H]1[C@@H](CCCC1)NC1=C(C2=C(C(=N1)Cl)C(N(C2)C(=O)OC(C)(C)C)=O)F (tert-butyl 6-((1R,2S)-2-(tert-butoxycarbonylamino)cyclohexylamino)-4-chloro-7-fluoro-3-oxo-1H-pyrrolo[3,4-c]pyridine-2(3H)-carboxylate), ClC1=CC=C(/C=C/B(O)O)C=C1 ((E)-4-chlorostyrylboronic acid), C([O-])([O-])=O.[Na+].[Na+] (sodium carbonate). Procedure details: In a 30 mL sealed cap glass vial, tert-butyl 6-((1R,2S)-2-(tert-butoxycarbonylamino)cyclohexylamino)-4-chloro-7-fluoro-3-oxo-1H-pyrrolo[3,4-c]pyridine-2(3H)-carboxylate (150 mg, 0.301 mmol), (E)-4-chlorostyrylboronic acid (54.8 mg, 0.301 mmol) and PdCl2(PPh3)2 (42.2 mg, 0.060 mmol) were dissolved in dioxane (5 mL). To the reaction mixture was added 2N aqueous sodium carbonate solution (2.0 mL). The cap was sealed and the reaction mixture was heated at 85° C. for 3 hours. The reaction mixture was... As a reaction SMILES: [C:1]([O:5][C:6]([NH:8][C@H:9]1[CH2:14][CH2:13][CH2:12][CH2:11][C@H:10]1[NH:15][C:16]1[N:21]=[C:20](Cl)[C:19]2[C:23](=[O:33])[N:24]([C:26]([O:28][C:29]([CH3:32])([CH3:31])[CH3:30])=[O:27])[CH2:25][C:18]=2[C:17]=1[F:34])=[O:7])([CH3:4])([CH3:3])[CH3:2].[Cl:35][C:36]1[CH:46]=[CH:45][C:39](/[CH:40]=[CH:41]/B(O)O)=[CH:38][CH:37]=1.C(=O)([O-])[O-].[Na+].[Na+]>O1CCOCC1.O.Cl[Pd](Cl)([P](C1C=CC=CC=1)(C1C=CC=CC=1)C1C=CC=CC=1)[P](C1C=CC=CC=1)(C1C=CC=CC=1)C1C=CC=CC=1>[C:1]([O:5][C:6]([NH:8][C@H:9]1[CH2:14][CH2:13][CH2:12][CH2:11][C@H:10]1[NH:15][C:16]1[N:21]=[C:20]([CH2:41][CH2:40][C:39]2[CH:45]=[CH:46][C:36]([Cl:35])=[CH:37][CH:38]=2)[C:19]2[C:23](=[O:33])[N:24]([C:26]([O:28][C:29]([CH3:30])([CH3:31])[CH3:32])=[O:27])[CH2:25][C:18]=2[C:17]=1[F:34])=[O:7])([CH3:4])([CH3:2])[CH3:3] |f:2.3.4,^1:62,81|. Product: C(C)(C)(C)OC(=O)N[C@@H]1[C@@H](CCCC1)NC1=C(C2=C(C(=N1)CCC1=CC=C(C=C1)Cl)C(N(C2)C(=O)OC(C)(C)C)=O)F (tert-butyl 6-(((1R,2S)-2-((tert-butoxycarbonyl)amino)cyclohexyl)amino)-4-(4-chlorophenethyl)-7-fluoro-3-oxo-1H-pyrrolo[3,4-c]pyridine-2(3H)-carboxylate). The reagents and catalysts are Cl[Pd]([P](C1=CC=CC=C1)(C2=CC=CC=C2)C3=CC=CC=C3)([P](C4=CC=CC=C4)(C5=CC=CC=C5)C6=CC=CC=C6)Cl (PdCl2(PPh3)2). The reactants are C(C1=CC=CC=C1)=O (benzaldehyde), Example 7 one, CC1=CC=C(C=O)C=C1 (p-methylbenzaldehyde), FC1=CC=C(C=C1)N1C=C(C(C2=CC(=C(C=C12)N1CC(CC1)N)F)=O)C(=O)O (1-p-fluorophenyl-6-fluoro-1,4-dihydro-4-oxo-7-(3-amino-1-pyrrolidinyl)-quinoline-3-carboxylic acid). Yields the product FC1=CC=C(C=C1)N1C=C(C(C2=CC(=C(C=C12)N1CC(CC1)N=CC1=CC=C(C=C1)C)F)=O)C(=O)O (1-p-fluorophenyl-6-fluoro-1,4-dihydro-4-oxo-7-(3-(4-methylbenzylidene)amino-1-pyrrolidinyl)-quinoline-3-carboxylic acid). As a reaction SMILES: C(=O)C1C=CC=CC=1.[CH3:9][C:10]1[CH:17]=[CH:16][C:13]([CH:14]=O)=[CH:12][CH:11]=1.[F:18][C:19]1[CH:24]=[CH:23][C:22]([N:25]2[C:34]3[C:29](=[CH:30][C:31]([F:41])=[C:32]([N:35]4[CH2:39][CH2:38][CH:37]([NH2:40])[CH2:36]4)[CH:33]=3)[C:28](=[O:42])[C:27]([C:43]([OH:45])=[O:44])=[CH:26]2)=[CH:21][CH:20]=1>>[F:18][C:19]1[CH:24]=[CH:23][C:22]([N:25]2[C:34]3[C:29](=[CH:30][C:31]([F:41])=[C:32]([N:35]4[CH2:39][CH2:38][CH:37]([N:40]=[CH:9][C:10]5[CH:17]=[CH:16][C:13]([CH3:14])=[CH:12][CH:11]=5)[CH2:36]4)[CH:33]=3)[C:28](=[O:42])[C:27]([C:43]([OH:45])=[O:44])=[CH:26]2)=[CH:21][CH:20]=1. Procedure: In the described fashion of Example 1 replacing benzaldehyde with p-methylbenzaldehyde and using the acid (1) (R=o,p-difluorophenyl) described in Example 7 one obtains 1-o,p-difluorophenyl-6-fluoro-1,4-dihydro-4-oxo-7-(3-(p-methylbenzylidene)amino-1-pyrrolidinyl)-quinoline-3-carboxylic acid (3) (R=o,p-difluorophenyl, Z=p-methylphenyl).